This data is from the Open Reaction Database (ORD), a public repository of structured organic reaction records. The task is: describe an organic reaction: reactants, conditions, products, and yield The reactants are CC1(C)C(C(=O)O)C12C=Cc1ccccc12, Cc1ccccc1, [Cl-], Cl, OCc1ccc(F)c(Oc2ccccc2)c1, O, c1ccncc1. Yields the product CC1(C)C(C(=O)OCc2ccc(F)c(Oc3ccccc3)c2)C12C=Cc1ccccc12. Reaction SMILES: [CH3:18][C:19]1([CH3:33])[CH:20]([C:30](=[O:31])[OH:32])[C:21]12[CH:22]=[CH:23][c:24]1[cH:25][cH:26][cH:27][cH:28][c:29]12.[CH3:41][c:42]1[cH:43][cH:44][cH:45][cH:46][cH:47]1.[Cl-:17].[ClH:40].[O:1]([c:2]1[cH:3][cH:4][cH:5][cH:6][cH:7]1)[c:8]1[cH:9][c:10]([CH2:11][OH:12])[cH:13][cH:14][c:15]1[F:16].[OH2:48].[cH:34]1[cH:35][cH:36][n:37][cH:38][cH:39]1>>[O:1]([c:2]1[cH:3][cH:4][cH:5][cH:6][cH:7]1)[c:8]1[cH:9][c:10]([CH2:11][O:12][C:30]([CH:20]2[C:19]([CH3:18])([CH3:33])[C:21]23[CH:22]=[CH:23][c:24]2[cH:25][cH:26][cH:27][cH:28][c:29]23)=[O:31])[cH:13][cH:14][c:15]1[F:16].